This data is from the Open Reaction Database (ORD), a public repository of structured organic reaction records. The task is: describe an organic reaction: reactants, conditions, products, and yield Starting materials: C(C)(=O)OC(C)=O (Acetic anhydride), N(N)C=1N=NC(=C(N1)C)C1=CC=CC=C1 (3-hydrazino-5-methyl-6-phenyl-1,2,4-triazine). Run in C(Cl)Cl (methylene chloride). Reaction conditions: time 15 minute. The product is C(C)(=O)NNC=1N=NC(=C(N1)C)C1=CC=CC=C1 (3-(2-acetylhydrazino)-5-methyl-6-phenyl-1,2,4-triazine). Yield: 92.9%. As a reaction SMILES: C(O[C:5](=[O:7])[CH3:6])(=O)C.[NH:8]([C:10]1[N:11]=[N:12][C:13]([C:17]2[CH:22]=[CH:21][CH:20]=[CH:19][CH:18]=2)=[C:14]([CH3:16])[N:15]=1)[NH2:9]>C(Cl)Cl>[C:5]([NH:9][NH:8][C:10]1[N:11]=[N:12][C:13]([C:17]2[CH:18]=[CH:19][CH:20]=[CH:21][CH:22]=2)=[C:14]([CH3:16])[N:15]=1)(=[O:7])[CH3:6]. Procedure details: Acetic anhydride (1.6 g) was added dropwise to a stirred solution of 3-hydrazino-5-methyl-6-phenyl-1,2,4-triazine (3 g) in methylene chloride (30 ml) under ice cooling and then the stirring was continued for 15 minutes. The solution was washed with water, dried over sodium sulfate and concentrated under reduced pressure. The residue was crystallized from a mixture of methylene chloride and diisopropyl ether to give 3-(2-acetylhydrazino)-5-methyl-6-phenyl-1,2,4-triazine (3.37 g).